This data is from the Open Reaction Database (ORD), a public repository of structured organic reaction records. The task is: describe an organic reaction: reactants, conditions, products, and yield The product is Cl.Cl.CC1=CC(=NC=N1)C=1C=C2CC[C@H](C2=CC1)N1CC2(C1)CCNCC2 (2-[(R)-5-(6-methyl-pyrimidin-4-yl)-indan-1-yl]-2,7-diaza-spiro[3.5]nonane dihydrochloride). The solvent is O1CCOCC1 (1,4-dioxane), CO (methanol). Conditions: time 2 hour. The yield is 99.9%. Procedure: (R)-tert-butyl 2-(5-(6-methylpyrimidin-4-yl)-2,3-dihydro-1H-inden-1-yl)-2,7-diazaspiro[3.5]nonane-7-carboxylate (72.6 g, 167 mmol) was suspended in methanol (363 mL) and 4M HCl in 1,4-dioxane (251 mL) was added. After stirring for 2 hours, the slurry was concentrated to dryness. The crude material was re-suspended in MeOH (500 mL) and concentrated (3×). The resulting solids were further dried under vacuum at 45° C. to afford the title compound (74.1 g, 99.9%). MS (ES+) 335.2 (M+H)+. 1H NMR (CD3O... As a reaction SMILES: [CH3:1][C:2]1[N:7]=[CH:6][N:5]=[C:4]([C:8]2[CH:9]=[C:10]3[C:14](=[CH:15][CH:16]=2)[C@H:13]([N:17]2[CH2:20][C:19]4([CH2:25][CH2:24][N:23](C(OC(C)(C)C)=O)[CH2:22][CH2:21]4)[CH2:18]2)[CH2:12][CH2:11]3)[CH:3]=1.[ClH:33]>CO.O1CCOCC1>[ClH:33].[ClH:33].[CH3:1][C:2]1[N:7]=[CH:6][N:5]=[C:4]([C:8]2[CH:9]=[C:10]3[C:14](=[CH:15][CH:16]=2)[C@H:13]([N:17]2[CH2:20][C:19]4([CH2:25][CH2:24][NH:23][CH2:22][CH2:21]4)[CH2:18]2)[CH2:12][CH2:11]3)[CH:3]=1 |f:4.5.6|. Reactants: CC1=CC(=NC=N1)C=1C=C2CC[C@H](C2=CC1)N1CC2(C1)CCN(CC2)C(=O)OC(C)(C)C ((R)-tert-butyl 2-(5-(6-methylpyrimidin-4-yl)-2,3-dihydro-1H-inden-1-yl)-2,7-diazaspiro[3.5]nonane-7-carboxylate), Cl (HCl). Reactants: C[O-], CO, N#Cc1c(Cl)n(C2OC(CO)C(O)C2O)c2cc(Cl)c(Cl)cc12, [Na+]. Product: COc1c(C#N)c2cc(Cl)c(Cl)cc2n1C1OC(CO)C(O)C1O. As a reaction SMILES: [CH3:24][O-:25].[CH3:27][OH:28].[Cl:1][c:2]1[n:3]([CH:15]2[CH:16]([OH:17])[CH:18]([OH:19])[CH:20]([CH2:22][OH:23])[O:21]2)[c:4]2[cH:5][c:6]([Cl:14])[c:7]([Cl:13])[cH:8][c:9]2[c:10]1[C:11]#[N:12].[Na+:26]>>[c:2]1([O:25][CH3:24])[n:3]([CH:15]2[CH:16]([OH:17])[CH:18]([OH:19])[CH:20]([CH2:22][OH:23])[O:21]2)[c:4]2[cH:5][c:6]([Cl:14])[c:7]([Cl:13])[cH:8][c:9]2[c:10]1[C:11]#[N:12]. Starting materials: Brc1nsc2ncccc12, CO, NCCCN. Yields the product NCCCNc1nsc2ncccc12. RXN SMILES: [Br:1][c:2]1[n:3][s:4][c:5]2[n:6][cH:7][cH:8][cH:9][c:10]12.[CH3:16][OH:17].[NH2:11][CH2:12][CH2:13][CH2:14][NH2:15]>>[c:2]1([NH:11][CH2:12][CH2:13][CH2:14][NH2:15])[n:3][s:4][c:5]2[n:6][cH:7][cH:8][cH:9][c:10]12. Starting materials: O=Cc1cc(Br)ccc1I, [BH3-]C#N, CCN, CC(=O)O, CO, [Na+]. Product: CCNCc1cc(Br)ccc1I. Reaction SMILES: [Br:1][c:2]1[cH:3][cH:4][c:5]([I:10])[c:6]([CH:7]=[O:8])[cH:9]1.[C:18]([BH3-:19])#[N:20].[CH3:11][CH2:12][NH2:13].[CH3:14][C:15](=[O:16])[OH:17].[CH3:22][OH:23].[Na+:21]>>[Br:1][c:2]1[cH:3][cH:4][c:5]([I:10])[c:6]([CH2:7][NH:13][CH2:12][CH3:11])[cH:9]1. The reactants are C[C@@](CO)([C@@H](C)O)[N+](=O)[O-] ((±)-(2R*,3R*)-2-Methyl-2-nitro-1,3-butanediol), C(C)(=O)O (acetic acid). The reagents and catalysts are [Pd] (Pd/C). The solvent is CCO (EtOH). Reaction conditions: time 48 hour. Product: C(C)(=O)O.N[C@](CO)([C@@H](C)O)C ((±)-(2R*,3R*)-2-Amino-2-methyl-1,3-butanediol acetate). Reaction SMILES: [CH3:1][C@:2]([N+:8]([O-])=O)([C@H:5]([OH:7])[CH3:6])[CH2:3][OH:4].[C:11]([OH:14])(=[O:13])[CH3:12]>CCO.[Pd]>[C:11]([OH:14])(=[O:13])[CH3:12].[NH2:8][C@@:2]([CH3:1])([C@H:5]([OH:7])[CH3:6])[CH2:3][OH:4] |f:4.5|. Procedure: To a solution of (±)-(2R*,3R*)-2-methyl-2-nitro-1,3-butanediol (32B, 13.93 g, 0.093 mol) in 95% EtOH (120 mL) was added glacial acetic acid (17 mL) and 10% Pd/C (MCB, 1.0 g). The mixture was reduced in a Parr apparatus at 50 psi of H2 for 48 h. The catalyst was then removed by filtration on a Celite® pad and the solvent removed to give the crude amine salt. Three portions of PhCH3 (50 mL) were added to the flask and removed by rotary evaporation to remove final traces of H2O and acetic acid. The... Starting materials: [OH-].[Na+] (sodium hydroxide), N1=CN=C(C=C1)C(CC(=O)OCC)=O (ethyl 3-(4-pyrimidinyl)-3-oxopropionate), Cl.C(C)(=N)N (acetamidine hydrochloride). Solvent: C(C)O (ethanol). Product: CC=1NC(C=C(N1)C1=NC=NC=C1)=O (2-Methyl-1H-[4,4]bipyrimidinyl-6-one). Yield: 50.4%. RXN SMILES: Cl.[C:2]([NH2:5])(=[NH:4])[CH3:3].[OH-].[Na+].[N:8]1[CH:13]=[CH:12][C:11]([C:14](=O)[CH2:15][C:16](OCC)=[O:17])=[N:10][CH:9]=1>C(O)C>[CH3:3][C:2]1[NH:4][C:16](=[O:17])[CH:15]=[C:14]([C:11]2[CH:12]=[CH:13][N:8]=[CH:9][N:10]=2)[N:5]=1 |f:0.1,2.3|. Reported procedure: To a suspension of 200 g (2.11 mol) of acetamidine hydrochloride (1:1) in 1.2 L of ethanol were added 84 g (2.11 mol) of sodium hydroxide and 410 g (2.11 mol) of ethyl 3-(4-pyrimidinyl)-3-oxopropionate (prepared by analogy to the method described in patent DE 2705582). The resulting mixture was stirred under reflux for 12 h. The cooled solution was evaporated to remove solvent. The mixture was treated with water and the precipitate was filtered, washed with diethyl ether and ethyl acetate. The p... The reactants are S(=O)(=O)(OC)OC (Dimethyl sulfate), C1(=CC=CC=C1)C (toluene), C1(CCCCC1)C1=NN(C(=C1C)C1CCCCC1)C (3,5-dicyclohexyl-1,4-dimethylpyrazole). Run in CCOCC (ether). Reaction conditions: temperature 80 celsius. Product: COS(=O)(=O)[O-].C1(CCCCC1)C=1N([N+](=C(C1C)C1CCCCC1)C)C (3,5-Dicyclohexyl-1,2,4-trimethylpyrazolium methyl sulfate). As a reaction SMILES: [S:1]([O:6]C)([O:4][CH3:5])(=[O:3])=[O:2].[C:8]1([CH3:14])[CH:13]=[CH:12][CH:11]=[CH:10][CH:9]=1.C1([C:21]2[C:25]([CH3:26])=[C:24]([CH:27]3[CH2:32][CH2:31][CH2:30][CH2:29][CH2:28]3)[N:23]([CH3:33])[N:22]=2)CCCCC1>CCOCC>[CH3:5][O:4][S:1]([O-:6])(=[O:3])=[O:2].[CH:8]1([C:14]2[N:22]([CH3:21])[N+:23]([CH3:33])=[C:24]([CH:27]3[CH2:32][CH2:31][CH2:30][CH2:29][CH2:28]3)[C:25]=2[CH3:26])[CH2:13][CH2:12][CH2:11][CH2:10][CH2:9]1 |f:4.5|. Reported procedure: Dimethyl sulfate (1.26 g. 0.01 mole) is added to an anhydrous toluene (50 ml) solution of 3,5-dicyclohexyl-1,4-dimethylpyrazole (1.7 g, 0.0064 mole) with constant stirring at 80° C. The reaction mixture is then heated to reflux and maintained at reflux, with stirring, for 6 hours. The reaction mixture is cooled, ether (75 ml) is added and the mixture stirred for 3 hours. The resulting solid is filtered and dried to give 1,8 g of the desired product, m.p. 176° C to 177° C. Reactants: [BH4-], CCO, CN(C)Cc1cnn(C)c1-c1ccc(Cl)cc1C(=O)c1ccccc1F, [Na+]. Yields the product CN(C)Cc1cnn(C)c1-c1ccc(Cl)cc1C(O)c1ccccc1F. As a reaction SMILES: [BH4-:27].[CH3:29][CH2:30][OH:31].[Cl:1][c:2]1[cH:3][cH:4][c:5](-[c:17]2[c:18]([CH2:23][N:24]([CH3:25])[CH3:26])[cH:19][n:20][n:21]2[CH3:22])[c:6]([C:7](=[O:8])[c:9]2[c:10]([F:15])[cH:11][cH:12][cH:13][cH:14]2)[cH:16]1.[Na+:28]>>[Cl:1][c:2]1[cH:3][cH:4][c:5](-[c:17]2[c:18]([CH2:23][N:24]([CH3:25])[CH3:26])[cH:19][n:20][n:21]2[CH3:22])[c:6]([CH:7]([OH:8])[c:9]2[c:10]([F:15])[cH:11][cH:12][cH:13][cH:14]2)[cH:16]1. The reactants are CC(=O)OC(C)=O, CC#N, N#CC(CO)c1cccc(Oc2ccccc2)c1. The product is CC(=O)OCC(C#N)c1cccc(Oc2ccccc2)c1. As a reaction SMILES: [CH3:19][C:20](=[O:21])[O:22][C:23](=[O:24])[CH3:25].[CH3:26][C:27]#[N:28].[OH:1][CH2:2][CH:3]([C:4]#[N:5])[c:6]1[cH:7][c:8]([O:12][c:13]2[cH:14][cH:15][cH:16][cH:17][cH:18]2)[cH:9][cH:10][cH:11]1>>[O:1]([CH2:2][CH:3]([C:4]#[N:5])[c:6]1[cH:7][c:8]([O:12][c:13]2[cH:14][cH:15][cH:16][cH:17][cH:18]2)[cH:9][cH:10][cH:11]1)[C:20]([CH3:19])=[O:21]. Starting materials: CCCCCCCCCCC(Br)C(=O)O, CC[N+](CC)(CC)CC, CC#N, [Ca+2], [Cl-], [Cl-], [Cl-]. Product: CCCCCCCCCCC(Cl)C(=O)O. RXN SMILES: [Br:1][CH:2]([C:3](=[O:4])[OH:5])[CH2:6][CH2:7][CH2:8][CH2:9][CH2:10][CH2:11][CH2:12][CH2:13][CH2:14][CH3:15].[CH2:23]([N+:24]([CH2:25][CH3:26])([CH2:27][CH3:28])[CH2:29][CH3:30])[CH3:31].[CH3:19][C:20]#[N:21].[Ca+2:18].[Cl-:16].[Cl-:17].[Cl-:22]>>[CH:2]([C:3](=[O:4])[OH:5])([CH2:6][CH2:7][CH2:8][CH2:9][CH2:10][CH2:11][CH2:12][CH2:13][CH2:14][CH3:15])[Cl:16].